From a dataset of the Open Reaction Database (ORD), a public repository of structured organic reaction records. describe an organic reaction: reactants, conditions, products, and yield Starting materials: CO, CC(C)c1csc(C=Cc2ccn3c(=O)c(C=CC(=O)OC(C)(C)C)c(N4CCCC(OC=O)C4)nc3c2)n1, Cl, [Na+], [OH-]. The product is CC(C)c1csc(C=Cc2ccn3c(=O)c(C=CC(=O)OC(C)(C)C)c(N4CCCC(O)C4)nc3c2)n1. Reaction SMILES: [CH3:43][OH:44].[CH:1](=[O:2])[O:3][CH:4]1[CH2:5][N:6]([c:10]2[n:11][c:12]3[n:13]([c:14](=[O:25])[c:15]2[CH:16]=[CH:17][C:18](=[O:19])[O:20][C:21]([CH3:22])([CH3:23])[CH3:24])[cH:26][cH:27][c:28]([CH:30]=[CH:31][c:32]2[s:33][cH:34][c:35]([CH:37]([CH3:38])[CH3:39])[n:36]2)[cH:29]3)[CH2:7][CH2:8][CH2:9]1.[ClH:42].[Na+:41].[OH-:40]>>[OH:3][CH:4]1[CH2:5][N:6]([c:10]2[n:11][c:12]3[n:13]([c:14](=[O:25])[c:15]2[CH:16]=[CH:17][C:18](=[O:19])[O:20][C:21]([CH3:22])([CH3:23])[CH3:24])[cH:26][cH:27][c:28]([CH:30]=[CH:31][c:32]2[s:33][cH:34][c:35]([CH:37]([CH3:38])[CH3:39])[n:36]2)[cH:29]3)[CH2:7][CH2:8][CH2:9]1. Reactants: N1C(CCC1)=O.ClC1=C2NC=NC2=NC=N1 (6-Chloropurine pyrrolidone), [C@@H]1([C@H](O)[C@H](O)[C@@H](CO)O1)N1C=NC=2C(O)=NC=NC12 (inosine), N1C(CCC1)=O.N1C(N)=NC=2N=CNC2C1=O (guanine pyrrolidone). Yields the product N1C(CCC1)=O.[C@@H]1([C@H](O)[C@H](O)[C@@H](CO)O1)N1C=NC=2C(O)=NC=NC12 (inosine pyrrolidone). Reaction SMILES: [NH:1]1[CH2:5][CH2:4][CH2:3][C:2]1=[O:6].ClC1N=CN=C2C=1NC=N2.[C@@H:17]1([N:26]2[C:35]3[N:34]=[CH:33][N:32]=[C:30]([OH:31])[C:29]=3[N:28]=[CH:27]2)[O:25][C@H:22]([CH2:23][OH:24])[C@@H:20]([OH:21])[C@H:18]1[OH:19].N1CCCC1=O.N1C(=O)C2NC=NC=2N=C1N>>[NH:1]1[CH2:5][CH2:4][CH2:3][C:2]1=[O:6].[C@@H:17]1([N:26]2[C:35]3[N:34]=[CH:33][N:32]=[C:30]([OH:31])[C:29]=3[N:28]=[CH:27]2)[O:25][C@H:22]([CH2:23][OH:24])[C@@H:20]([OH:21])[C@H:18]1[OH:19] |f:0.1,3.4,5.6|. Procedure details: 6-Chloropurine pyrrolidone (1 mmol) was converted to the inosine derivative by the method used for the preparation of the guanine pyrrolidone derivative. The compound is purified by chromatography on silica using a gradient of methanol (5-25%) in chloroform. The product is CC(n1c(N)nc2ccc(-c3[nH]c(C(C)(C)C)nc3-c3ccc(F)cc3)nc21)C(C)(C)C, CS(=O)(=O)O. The reactants are CC(n1c(N)nc2ccc(-c3[nH]c(C(C)(C)C)nc3-c3ccc(F)cc3)nc21)C(C)(C)C, CS(=O)(=O)O, CO, O. Reaction SMILES: [C:1]([CH3:2])([CH3:3])([CH3:4])[c:5]1[n:6][c:7](-[c:26]2[cH:27][cH:28][c:29]([F:32])[cH:30][cH:31]2)[c:8](-[c:10]2[cH:11][cH:12][c:13]3[c:14]([n:15]2)[n:16]([CH:20]([C:21]([CH3:22])([CH3:23])[CH3:24])[CH3:25])[c:17]([NH2:19])[n:18]3)[nH:9]1.[CH3:33][S:34]([OH:35])(=[O:36])=[O:37].[CH3:39][OH:40].[OH2:38]>>[C:1]([CH3:2])([CH3:3])([CH3:4])[c:5]1[n:6][c:7](-[c:26]2[cH:27][cH:28][c:29]([F:32])[cH:30][cH:31]2)[c:8](-[c:10]2[cH:11][cH:12][c:13]3[c:14]([n:15]2)[n:16]([CH:20]([C:21]([CH3:22])([CH3:23])[CH3:24])[CH3:25])[c:17]([NH2:19])[n:18]3)[nH:9]1.[CH3:33][S:34](=[O:35])(=[O:36])[OH:37]. Procedure: Synthesis of 3-(±)-2-carboxypiperazin-4-yl)-propane-1-sulphonic acid. (CPS) ##STR9## Sodium 3-bromo-propane-1-sulphonate (2.25 g, 0.01 mole) was added to a solution of piperazine-2-carboxylic acid (1.3 g, 0.01 mole) in aqueous sodium hydroxide (0.9 g NaOH/30 ml H2O). The resulting solution was maintained at 60°-65° for 12 h. The product, 3((±)-2-carboxypiperazin-4-yl)-propane-1-sulphonic acid, was isolated by passage of the reaction mixture through Dowex-AG-1-acetate resin. Evaporation of the co... Reactants: C(CC)S(=O)(=O)O (propane-1-sulphonic acid), BrCCCS(=O)(=O)[O-].[Na+] (Sodium 3-bromo-propane-1-sulphonate), N1C(CNCC1)C(=O)O (piperazine-2-carboxylic acid). Yields the product C(=O)(O)C1NCCN(C1)CCCS(=O)(=O)O (3((±)-2-carboxypiperazin-4-yl)-propane-1-sulphonic acid), Dowex-AG-1 acetate. Reaction SMILES: [CH2:1]([S:4]([OH:7])(=[O:6])=[O:5])[CH2:2][CH3:3].BrCCCS([O-])(=O)=O.[Na+].[NH:17]1[CH2:22][CH2:21][NH:20][CH2:19][CH:18]1[C:23]([OH:25])=[O:24]>[OH-].[Na+]>[C:23]([CH:18]1[CH2:19][N:20]([CH2:3][CH2:2][CH2:1][S:4]([OH:7])(=[O:6])=[O:5])[CH2:21][CH2:22][NH:17]1)([OH:25])=[O:24] |f:1.2,4.5|. Run in [OH-].[Na+] (sodium hydroxide). Reactants: CN1C=C(C2=C(C=CC=C12)C)CN1C(N(C2=C1C=CC=C2)[C@H](CC(=O)O)CCC)=O ((S)-3-[3-(1,4-dimethyl-1H-indol-3-ylmethyl)-2-oxo-2,3-dihydro-benzimidazol-1-yl]-hexanoic acid), [OH-].[Na+] (NaOH). Run in O (H2O). Run at time 2 hour. Product: CN1C=C(C2=C(C=CC=C12)C)CN1C(N(C2=C1C=CC=C2)[C@H](CC(=O)[O-])CCC)=O.[Na+] (sodium (S)-3-[3-(1,4-dimethyl-1H-indol-3-ylmethyl)-2-oxo-2,3-dihydro-benzimidazol-1-yl]-hexanoate). The yield is 102.3%. Reaction SMILES: [CH3:1][N:2]1[C:10]2[C:5](=[C:6]([CH3:11])[CH:7]=[CH:8][CH:9]=2)[C:4]([CH2:12][N:13]2[C:17]3[CH:18]=[CH:19][CH:20]=[CH:21][C:16]=3[N:15]([C@@H:22]([CH2:27][CH2:28][CH3:29])[CH2:23][C:24]([OH:26])=[O:25])[C:14]2=[O:30])=[CH:3]1.[OH-].[Na+:32]>O>[CH3:1][N:2]1[C:10]2[C:5](=[C:6]([CH3:11])[CH:7]=[CH:8][CH:9]=2)[C:4]([CH2:12][N:13]2[C:17]3[CH:18]=[CH:19][CH:20]=[CH:21][C:16]=3[N:15]([C@@H:22]([CH2:27][CH2:28][CH3:29])[CH2:23][C:24]([O-:26])=[O:25])[C:14]2=[O:30])=[CH:3]1.[Na+:32] |f:1.2,4.5|. Reported procedure: To a mixture of (S)-3-[3-(1,4-dimethyl-1H-indol-3-ylmethyl)-2-oxo-2,3-dihydro-benzimidazol-1-yl]-hexanoic acid (1.45 g, 3.6 mmol) in H2O (25 mL) was added NaOH (1.041 M in THF) (3.1 mL, 3.2 mmol). The solution was stirred at room temperature for 2 hours. The solution was washed with EtOAc (30 mL×2) and the aqueous layer was lyophilized to give the desired sodium (S)-3-[3-(1,4-dimethyl-1H-indol-3-ylmethyl)-2-oxo-2,3-dihydro-benzimidazol-1-yl]-hexanoate (1.4 g, 91%) as a white solid. LCMS (ESMS):4... Starting materials: C(CCC)N(C=1C=C(C=CC1)C1=CC=C(C=C1)C(F)(F)F)CC1=CC(=C(OCC(=O)OCC)C=C1)C (ethyl [4-({butyl[4′-(trifluoromethyl)-1,1′-biphenyl-3-yl]amino}methyl)-2-methylphenoxy]acetate), [OH-].[Na+] (NaOH). Run in CO (methanol), O1CCCC1 (tetrahydrofuran). Run at time 1 hour. The product is C(CCC)N(C=1C=C(C=CC1)C1=CC=C(C=C1)C(F)(F)F)CC1=CC(=C(OCC(=O)O)C=C1)C ([4-({Butyl[4′-(trifluoromethyl)-1,1′-biphenyl-3-yl]amino}methyl)-2-methylphenoxy]acetic acid). Yield: 90.9%. As a reaction SMILES: [CH2:1]([N:5]([CH2:22][C:23]1[CH:35]=[CH:34][C:26]([O:27][CH2:28][C:29]([O:31]CC)=[O:30])=[C:25]([CH3:36])[CH:24]=1)[C:6]1[CH:7]=[C:8]([C:12]2[CH:17]=[CH:16][C:15]([C:18]([F:21])([F:20])[F:19])=[CH:14][CH:13]=2)[CH:9]=[CH:10][CH:11]=1)[CH2:2][CH2:3][CH3:4].[OH-].[Na+]>CO.O1CCCC1>[CH2:1]([N:5]([CH2:22][C:23]1[CH:35]=[CH:34][C:26]([O:27][CH2:28][C:29]([OH:31])=[O:30])=[C:25]([CH3:36])[CH:24]=1)[C:6]1[CH:7]=[C:8]([C:12]2[CH:13]=[CH:14][C:15]([C:18]([F:21])([F:20])[F:19])=[CH:16][CH:17]=2)[CH:9]=[CH:10][CH:11]=1)[CH2:2][CH2:3][CH3:4] |f:1.2|. Procedure: To a solution of ethyl [4-({butyl[4′-(trifluoromethyl)-1,1′-biphenyl-3-yl]amino}methyl)-2-methylphenoxy]acetate (105 mg, 0.21 mmol) in methanol (4 mL) and tetrahydrofuran (4 mL), was added 2M NaOH (2 mL) aq. After stirring for 1 h at room temperature the solvent was removed in vacuo and the residue acidified with 2M HCl, before extraction into ethyl acetate (2×20 mL). The organic solution was dried (MgSO4) and the solvents removed in vacuo to afford the title compound as a pale yellow foam (90 m... Reactants: S(=O)(=O)(O)[O-].[K+] (potassium hydrogensulphate), O (water), COC(=O)C1=C(COC1=O)O (4-(methoxycarbonyl)-5-oxo-2,5-dihydrofuran-3-ol), ClC1=CC=C(C=N1)CNC (N-[(6-chloropyridin-3-yl)methyl]methylamine). Run in C(CCC)#N (butyronitrile), ClCCl (dichloromethane). Run at temperature 115 celsius, time 5 hour. Product: ClC1=CC=C(C=N1)CN(C1=CC(OC1)=O)C (4-[[(6-chloropyridin-3-yl)methyl](methyl)amino]furan-2(5H)-one). The yield is 105.0%. Reaction SMILES: COC([C:5]1[C:9](=[O:10])[O:8][CH2:7][C:6]=1O)=O.[Cl:12][C:13]1[N:18]=[CH:17][C:16]([CH2:19][NH:20][CH3:21])=[CH:15][CH:14]=1.S([O-])(O)(=O)=O.[K+].O>C(#N)CCC.ClCCl>[Cl:12][C:13]1[N:18]=[CH:17][C:16]([CH2:19][N:20]([CH3:21])[C:6]2[CH2:7][O:8][C:9](=[O:10])[CH:5]=2)=[CH:15][CH:14]=1 |f:2.3|. Procedure: To a suspension of 18 g of 4-(methoxycarbonyl)-5-oxo-2,5-dihydrofuran-3-ol and 15 g of N-[(6-chloropyridin-3-yl)methyl]methylamine in 210 ml of butyronitrile are added, at room temperature, 16 g of potassium hydrogensulphate. The mixture is stirred at a temperature of 115° C. for 5 hours. Subsequently, the mixture is cooled to room temperature and admixed with 150 ml of water and 70 ml of dichloromethane. The organic phase is removed and the aqueous phase is extracted twice with 70 ml each time ... Starting materials: CCOC(C)O, COc1cc2ncc(C#N)c(Cl)c2cc1OC, Cl, Cl, Cc1cccc(O)c1N, [Na+], [Na+], O=C([O-])[O-], O, c1ccncc1. Yields the product COc1cc2ncc(C#N)c(Nc3c(C)cccc3O)c2cc1OC. RXN SMILES: [CH2:34]([O:35][CH:36]([OH:37])[CH3:38])[CH3:39].[Cl:1][c:2]1[c:3]([C:16]#[N:17])[cH:4][n:5][c:6]2[cH:7][c:8]([O:14][CH3:15])[c:9]([O:12][CH3:13])[cH:10][c:11]12.[ClH:27].[ClH:46].[NH2:18][c:19]1[c:20]([CH3:26])[cH:21][cH:22][cH:23][c:24]1[OH:25].[Na+:40].[Na+:41].[O-:42][C:43](=[O:44])[O-:45].[OH2:47].[n:28]1[cH:29][cH:30][cH:31][cH:32][cH:33]1>>[c:2]1([NH:18][c:19]2[c:20]([CH3:26])[cH:21][cH:22][cH:23][c:24]2[OH:25])[c:3]([C:16]#[N:17])[cH:4][n:5][c:6]2[cH:7][c:8]([O:14][CH3:15])[c:9]([O:12][CH3:13])[cH:10][c:11]12. Starting materials: CNC(=O)C(NC(=O)c1nc(-c2ccccc2)n2c1CN(C(=O)OC(C)(C)C)CC2)C(C)(C)C, ClCCl, O=C(O)C(F)(F)F. Product: CNC(=O)C(NC(=O)c1nc(-c2ccccc2)n2c1CNCC2)C(C)(C)C. Reaction SMILES: [CH3:1][C:2]([CH:3]([C:4](=[O:5])[NH:6][CH3:7])[NH:8][C:9](=[O:10])[c:11]1[n:12][c:13](-[c:27]2[cH:28][cH:29][cH:30][cH:31][cH:32]2)[n:14]2[c:15]1[CH2:16][N:17]([C:20]([O:21][C:22]([CH3:23])([CH3:24])[CH3:25])=[O:26])[CH2:18][CH2:19]2)([CH3:33])[CH3:34].[Cl:42][CH2:43][Cl:44].[F:35][C:36]([F:37])([F:38])[C:39]([OH:40])=[O:41]>>[CH3:1][C:2]([CH:3]([C:4](=[O:5])[NH:6][CH3:7])[NH:8][C:9](=[O:10])[c:11]1[n:12][c:13](-[c:27]2[cH:28][cH:29][cH:30][cH:31][cH:32]2)[n:14]2[c:15]1[CH2:16][NH:17][CH2:18][CH2:19]2)([CH3:33])[CH3:34].